From a dataset of the Open Reaction Database (ORD), a public repository of structured organic reaction records. describe an organic reaction: reactants, conditions, products, and yield Reactants: O (water), FC=1C(NC(N([C@H]2C[C@H](O)[C@@H](CO)O2)C1)=O)=O (2'-deoxy-5-fluorouridine), C(C)(C)C1=C(C(=CC(=C1)C(C)C)C(C)C)S(=O)(=O)Cl (2,4,6-triisopropylbenzenesulfonylchloride), C1(CCCCC1)[NH3+].C1(=CC=CC=C1)[S-](P([O-])([O-])=S)C1=CC=CC=C1.C1(CCCCC1)[NH3+].C1(CCCCC1)[NH3+] (S,S-diphenylphosphorodithioate monocyclohexylammonium). The solvent is N1=CC=CC=C1 (pyridine), N1=CC=CC=C1 (pyridine). Reaction conditions: time 8 hour. Product: C1(=CC=CC=C1)S(P(O)(=S)OC[C@@H]1[C@H](C[C@@H](O1)N1C(=O)NC(=O)C(=C1)F)O)C1=CC=CC=C1 (2'-deoxy-5-fluorouridine 5'-(S,S-diphenylphosphorodithioate)). Yield: 57.6%. As a reaction SMILES: [F:1][C:2]1[C:3](=[O:17])[NH:4][C:5](=[O:16])[N:6]([CH:15]=1)[C@@H:7]1[O:14][C@H:11]([CH2:12][OH:13])[C@@H:9]([OH:10])[CH2:8]1.C(C1C=C(C(C)C)C=C(C(C)C)C=1S(Cl)(=O)=O)(C)C.C1([NH3+])CCCCC1.[C:44]1([S-:50]([C:55]2[CH:60]=[CH:59][CH:58]=[CH:57][CH:56]=2)[P:51](=[S:54])([O-])[O-:52])[CH:49]=[CH:48][CH:47]=[CH:46][CH:45]=1.C1([NH3+])CCCCC1.C1([NH3+])CCCCC1.O>N1C=CC=CC=1>[C:44]1([SH:50]([C:55]2[CH:60]=[CH:59][CH:58]=[CH:57][CH:56]=2)[P:51]([O:13][CH2:12][C@H:11]2[O:14][C@@H:7]([N:6]3[CH:15]=[C:2]([F:1])[C:3](=[O:17])[NH:4][C:5]3=[O:16])[CH2:8][C@@H:9]2[OH:10])(=[S:54])[OH:52])[CH:45]=[CH:46][CH:47]=[CH:48][CH:49]=1 |f:2.3.4.5|. Procedure: A solution of 500 mg (2.03 mmol) of 2'-deoxy-5-fluorouridine in 5 ml of pyridine was cooled to -10° C. to 0° C. in an ice-water bath. To this solution was added dropwise a mixture of 1.00 g (3.30 mmol) of 2,4,6-triisopropylbenzenesulfonylchloride, 1.36 g (3.56 mmol) of S,S-diphenylphosphorodithioate monocyclohexylammonium and 5 ml of pyridine over the period of 10 minutes. After the completion of the dropwise addition, the mixture was stirred at room temperature overnight. To this reaction mixtu...